Task: describe an organic reaction: reactants, conditions, products, and yield. Dataset: the Open Reaction Database (ORD), a public repository of structured organic reaction records The reactants are CC(C)(C)OC(=O)N1CCC(O)(CC(=O)OCC=[N+]=[N-])CC1, [Na+], [OH-], O=P(Cl)(Cl)Cl, c1ccncc1. Yields the product CC(C)(C)OC(=O)N1CC=C(CC(=O)OCC=[N+]=[N-])CC1. RXN SMILES: [N+:1](=[N-:2])=[CH:3][CH2:4][O:5][C:6](=[O:7])[CH2:8][C:9]1([OH:22])[CH2:10][CH2:11][N:12]([C:15](=[O:16])[O:17][C:18]([CH3:19])([CH3:20])[CH3:21])[CH2:13][CH2:14]1.[Na+:29].[OH-:28].[P:23]([Cl:24])([Cl:25])([Cl:26])=[O:27].[cH:30]1[cH:31][cH:32][n:33][cH:34][cH:35]1>>[N+:1](=[N-:2])=[CH:3][CH2:4][O:5][C:6](=[O:7])[CH2:8][C:9]1=[CH:10][CH2:11][N:12]([C:15](=[O:16])[O:17][C:18]([CH3:19])([CH3:20])[CH3:21])[CH2:13][CH2:14]1. Starting materials: ClC1=C(C=CC(=C1C)[N+](=O)[O-])O (2-chloro-3-methyl-4-nitrophenol), [H-].[Na+] (sodium hydride), O (water), C(C1=CC=CC=C1)Br (benzyl bromide). Run in CN(C)C=O (DMF). Run at time 16 hour. Product: ClC1=C(C(=CC=C1OCC1=CC=CC=C1)[N+](=O)[O-])C (2-chloro-3-benzyloxy-6-nitrotoluene). The yield is 70.4%. Reaction SMILES: [Cl:1][C:2]1[C:7]([CH3:8])=[C:6]([N+:9]([O-:11])=[O:10])[CH:5]=[CH:4][C:3]=1[OH:12].[H-].[Na+].[CH2:15](Br)[C:16]1[CH:21]=[CH:20][CH:19]=[CH:18][CH:17]=1.O>CN(C=O)C>[Cl:1][C:2]1[C:3]([O:12][CH2:15][C:16]2[CH:21]=[CH:20][CH:19]=[CH:18][CH:17]=2)=[CH:4][CH:5]=[C:6]([N+:9]([O-:11])=[O:10])[C:7]=1[CH3:8] |f:1.2|. Reported procedure: A solution of 2-chloro-3-methyl-4-nitrophenol (30.0g, 0.160 mol) in sieve-dried DMF (650 ml) was treated with sodium hydride (50%, 8.44g, 0.176 mol) and then benzyl bromide (30.1 g, 0.176 mol), while stirring at 0° C. The mixture was stirred at room temperature for 16 hours, then poured into 3 litres of water to precipitate an orange-coloured solid, which was recrystallised from ethanol to give 2-chloro-3-benzyloxy-6-nitrotoluene (31.3 g) m.p. 73°-74.5° C. Starting materials: O=C(O)C1(c2ccc(F)cc2)CCCCC1, CC(C)C(=O)Nc1cccc(C2CCN(CCCN)CC2)c1. Product: CC(C)C(=O)Nc1cccc(C2CCN(CCCNC(=O)C3(c4ccc(F)cc4)CCCCC3)CC2)c1. RXN SMILES: [F:1][c:2]1[cH:3][cH:4][c:5]([C:8]2([C:14](=[O:15])[OH:16])[CH2:9][CH2:10][CH2:11][CH2:12][CH2:13]2)[cH:6][cH:7]1.[NH2:17][CH2:18][CH2:19][CH2:20][N:21]1[CH2:22][CH2:23][CH:24]([c:27]2[cH:28][c:29]([NH:33][C:34]([CH:35]([CH3:36])[CH3:37])=[O:38])[cH:30][cH:31][cH:32]2)[CH2:25][CH2:26]1>>[F:1][c:2]1[cH:3][cH:4][c:5]([C:8]2([C:14](=[O:16])[NH:17][CH2:18][CH2:19][CH2:20][N:21]3[CH2:22][CH2:23][CH:24]([c:27]4[cH:28][c:29]([NH:33][C:34]([CH:35]([CH3:36])[CH3:37])=[O:38])[cH:30][cH:31][cH:32]4)[CH2:25][CH2:26]3)[CH2:9][CH2:10][CH2:11][CH2:12][CH2:13]2)[cH:6][cH:7]1. Starting materials: COC(C1=CC=C(C(=O)N[C@@H]2[C@@H](CN(CC2)C)C2=CC(=C(C=C2)OC)OC)C=C1)=O ((-)-cis-terephthalic acid N-[3-(3,4-dimethoxyphenyl)-1-methylpiperidin-4-yl]amide mono-methyl ester), Cl (HCl). Run in O=P(Cl)(Cl)Cl (phosphorus oxytrichloride), C(C)#N (acetonitrile). Product: Cl.COC=1C(=CC2=C(C(=N[C@H]3CCN(C[C@@H]23)C)C2=CC=C(C=C2)C(=O)OC)C1)OC ((-)-cis-8,9-Dimethoxy-6-(4-methoxycarbonylphenyl)-2-methyl-1,2,3,4,4a,10b-hexahydrobenzo[c][1,6]naphthyridine hydrochloride). As a reaction SMILES: [CH3:1][O:2][C:3](=[O:30])[C:4]1[CH:29]=[CH:28][C:7]([C:8]([NH:10][C@H:11]2[CH2:16][CH2:15][N:14]([CH3:17])[CH2:13][C@H:12]2[C:18]2[CH:23]=[CH:22][C:21]([O:24][CH3:25])=[C:20]([O:26][CH3:27])[CH:19]=2)=O)=[CH:6][CH:5]=1.[ClH:31]>C(#N)C.O=P(Cl)(Cl)Cl>[ClH:31].[CH3:25][O:24][C:21]1[C:20]([O:26][CH3:27])=[CH:19][C:18]2[C@H:12]3[C@H:11]([CH2:16][CH2:15][N:14]([CH3:17])[CH2:13]3)[N:10]=[C:8]([C:7]3[CH:28]=[CH:29][C:4]([C:3]([O:2][CH3:1])=[O:30])=[CH:5][CH:6]=3)[C:23]=2[CH:22]=1 |f:4.5|. Procedure details: 2.31 g of (-)-cis-terephthalic acid N-[3-(3,4-dimethoxyphenyl)-1-methylpiperidin-4-yl]amide mono-methyl ester are heated to boiling under reflux for 4 h in 25 ml of acetonitrile and 3 ml of phosphorus oxytrichloride. After distilling off the excess phosphorus oxytrichloride, the residue is partitioned between dichloromethane and saturated sodium hydrogencarbonate solution. The organic phase is washed with water, dried over sodium sulfate and concentrated. The solid residue is purified by silica ... Reactants: CC(CCO)(C(C)C)C (3,3,4-Trimethylpentanol), [Cr](=O)(=O)([O-])Cl.[NH+]1=CC=CC=C1 (Pyridinium chlorochromate). Solvent: C(Cl)Cl (CH2Cl2). Product: CC(CC=O)(C(C)C)C (3,3,4-trimethylpentanal). RXN SMILES: [CH3:1][C:2]([CH3:9])([CH:6]([CH3:8])[CH3:7])[CH2:3][CH2:4][OH:5].[Cr](Cl)([O-])(=O)=O.[NH+]1C=CC=CC=1>C(Cl)Cl>[CH3:1][C:2]([CH3:9])([CH:6]([CH3:8])[CH3:7])[CH2:3][CH:4]=[O:5] |f:1.2|. Reported procedure: 3,3,4-Trimethylpentanol (1 equiv) is dissolved in CH2Cl2. Pyridinium chlorochromate (1.5 equiv) is added and the resulting mixture is stirred at ambient temperature. The liquid is decanted and concentrated by rotary evaporation. The residue is triturated with 1 to 1 diethyl ether/hexane and mixture is filtered and the filtrate is washed with 1 N HCl. The organic layer is dried over Na2SO4, decanted and concentrated. The aldehyde is purified by fractional distillation to yield 3,3,4-trimethylpent... Yields the product ClC=1C(=C(C=O)C=CC1)N1CCCC1 (3-chloro-2-(pyrrolidin-1-yl)benzaldehyde). Procedure details: The title compound was synthesized from 3-chloro-2-fluorobenzaldehyde and pyrrolidine as described in Example 67, Step 1 (800 mg, 30%). 1H NMR 300 MHz (CDCl3) δ 10.36 (s, 1H), 7.71-7.73 (m, 1H), 7.59-7.61 (m, 1H), 7.18-7.26 (m, 1H), 3.33-3.42 (m, 4H), 2.01-2.10 (m, 4H). LCMS (ESI, m/z): 210 [M+H]+. As a reaction SMILES: [Cl:1][C:2]1[C:3](F)=[C:4]([CH:7]=[CH:8][CH:9]=1)[CH:5]=[O:6].[NH:11]1[CH2:15][CH2:14][CH2:13][CH2:12]1>>[Cl:1][C:2]1[C:3]([N:11]2[CH2:15][CH2:14][CH2:13][CH2:12]2)=[C:4]([CH:7]=[CH:8][CH:9]=1)[CH:5]=[O:6]. Reactants: ClC=1C(=C(C=O)C=CC1)F (3-chloro-2-fluorobenzaldehyde), N1CCCC1 (pyrrolidine). Starting materials: COC1=NC(=CC(=N1)N1CCC(CC1)N(C(OCC1=CC=CC=C1)=O)C)C (benzyl 1-(2-methoxy-6-methylpyrimidin-4-yl)piperidin-4-yl(methyl)carbamate). The reagents and catalysts are [OH-].[OH-].[Pd+2] (Pd(OH)2). The solvent is CO (methanol). Conditions: time 3 hour. Yields the product COC1=NC(=CC(=N1)N1CCC(CC1)NC)C (1-(2-Methoxy-6-methylpyrimidin-4-yl)-N-methylpiperidin-4-amine). Isolated yield 94.0%. Reaction SMILES: [CH3:1][O:2][C:3]1[N:8]=[C:7]([N:9]2[CH2:14][CH2:13][CH:12]([N:15](C)[C:16](=O)OCC3C=CC=CC=3)[CH2:11][CH2:10]2)[CH:6]=[C:5]([CH3:27])[N:4]=1>CO.[OH-].[OH-].[Pd+2]>[CH3:1][O:2][C:3]1[N:8]=[C:7]([N:9]2[CH2:14][CH2:13][CH:12]([NH:15][CH3:16])[CH2:11][CH2:10]2)[CH:6]=[C:5]([CH3:27])[N:4]=1 |f:2.3.4|. Procedure details: A solution of benzyl 1-(2-methoxy-6-methylpyrimidin-4-yl)piperidin-4-yl(methyl)carbamate (400 mg, 1.0810 mmol, 1 eq) in methanol (6 ml) was degassed for 20 min with argon, and then Pd(OH)2 (200 mg) was added. The reaction mixture was stirred for 3 h at room temperature under a hydrogen atmosphere (balloon), and then the catalyst was filtered off. The filtrate was concentrated under reduced pressure. The crude product so obtained was in the form of a colourless liquid, which was used in the next ... Starting materials: C(CCCCCCCCCCC)C1=CC=C2N=C3CCCCC3=C(C2=C1)O (7-dodecyl-9-hydroxy-1,2,3,4-tetrahydroacridine), O=P(Cl)(Cl)Cl (POCl3). Product: ClC=1C2=CC(=CC=C2N=C2CCCCC12)CCCCCCCCCCCC (9-chloro-7-dodecyl-1,2,3,4-tetrahydroacridine). RXN SMILES: [CH2:1]([C:13]1[CH:26]=[C:25]2[C:16]([N:17]=[C:18]3[C:23](=[C:24]2O)[CH2:22][CH2:21][CH2:20][CH2:19]3)=[CH:15][CH:14]=1)[CH2:2][CH2:3][CH2:4][CH2:5][CH2:6][CH2:7][CH2:8][CH2:9][CH2:10][CH2:11][CH3:12].O=P(Cl)(Cl)[Cl:30]>>[Cl:30][C:24]1[C:25]2[C:16]([N:17]=[C:18]3[C:23]=1[CH2:22][CH2:21][CH2:20][CH2:19]3)=[CH:15][CH:14]=[C:13]([CH2:1][CH2:2][CH2:3][CH2:4][CH2:5][CH2:6][CH2:7][CH2:8][CH2:9][CH2:10][CH2:11][CH3:12])[CH:26]=2. Procedure: Three grams of 7-dodecyl-9-hydroxy-1,2,3,4-tetrahydroacridine was refluxed for 30 minutes in 30 mL of POCl3. At the end of this time the POCl3 was evaporated and the residue distributed between aqueous NH3 and ethyl ether. The organic phase was dried and evaporated to give 9-chloro-7-dodecyl-1,2,3,4-tetrahydroacridine (3.0 g) as a solid. A small sample was recrystallized from methanol to give fine needles, mp 36°-38°.